This data is from the Open Reaction Database (ORD), a public repository of structured organic reaction records. The task is: describe an organic reaction: reactants, conditions, products, and yield Reactants: CN(C)CCCl, CN(C)C=O, COc1c(-c2ccccc2C)c(=S)[nH]c2ccccc12, Cl, [H-], [H][H], [Na+], O. The product is COc1c(-c2ccccc2C)c(SCCN(C)C)nc2ccccc12, Cl. RXN SMILES: [CH3:26][N:27]([CH2:28][CH2:29][Cl:30])[CH3:31].[CH3:32][N:33]([CH3:34])[CH:35]=[O:36].[CH3:3][O:4][c:5]1[c:6](-[c:16]2[c:17]([CH3:22])[cH:18][cH:19][cH:20][cH:21]2)[c:7](=[S:15])[nH:8][c:9]2[cH:10][cH:11][cH:12][cH:13][c:14]12.[ClH:25].[H-:1].[H:23][H:24].[Na+:2].[OH2:37]>>[CH3:3][O:4][c:5]1[c:6](-[c:16]2[c:17]([CH3:22])[cH:18][cH:19][cH:20][cH:21]2)[c:7]([S:15][CH2:29][CH2:28][N:27]([CH3:26])[CH3:31])[n:8][c:9]2[cH:10][cH:11][cH:12][cH:13][c:14]12.[ClH:30]. Product: FC1=C(C=CC=C1)C=1C=NC(=NC1)N1C=C(C2=CC=C(C=C12)C(=O)N1CCOCC1)C ((1-(5-(2-Fluorophenyl)pyrimidin-2-yl)-3-methyl-1H-indol-6-yl)(morpholino)methanone). As a reaction SMILES: CC1(C)C2C(=C(P(C3C=CC=CC=3)C3C=CC=CC=3)C=CC=2)OC2C(P(C3C=CC=CC=3)C3C=CC=CC=3)=CC=CC1=2.Cl[C:44]1[N:49]=[CH:48][C:47]([C:50]2[CH:55]=[CH:54][CH:53]=[CH:52][C:51]=2[F:56])=[CH:46][N:45]=1.[CH3:57][C:58]1[C:66]2[C:61](=[CH:62][C:63]([C:67]([N:69]3[CH2:74][CH2:73][O:72][CH2:71][CH2:70]3)=[O:68])=[CH:64][CH:65]=2)[NH:60][CH:59]=1.C(=O)([O-])[O-].[Cs+].[Cs+]>C1COCC1.C([O-])(=O)C.[Pd+2].C([O-])(=O)C.O>[F:56][C:51]1[CH:52]=[CH:53][CH:54]=[CH:55][C:50]=1[C:47]1[CH:46]=[N:45][C:44]([N:60]2[C:61]3[C:66](=[CH:65][CH:64]=[C:63]([C:67]([N:69]4[CH2:74][CH2:73][O:72][CH2:71][CH2:70]4)=[O:68])[CH:62]=3)[C:58]([CH3:57])=[CH:59]2)=[N:49][CH:48]=1 |f:3.4.5,7.8.9|. Starting materials: CC1(C2=C(C(=CC=C2)P(C3=CC=CC=C3)C4=CC=CC=C4)OC5=C(C=CC=C51)P(C6=CC=CC=C6)C7=CC=CC=C7)C (Xantphos), ClC1=NC=C(C=N1)C1=C(C=CC=C1)F (2-chloro-5-(2-fluorophenyl)pyrimidine), CC1=CNC2=CC(=CC=C12)C(=O)N1CCOCC1 ((3-methyl-1H-indol-6-yl)(morpholino)methanone), C([O-])([O-])=O.[Cs+].[Cs+] (cesium carbonate). Run in C1CCOC1 (THF), O (water). Run at temperature 120 celsius. Procedure details: Palladium(II) acetate (8 mg, 0.036 mmol) and Xantphos (42 mg, 0.072 mmol) were added under an argon atmosphere to a solution of 2-chloro-5-(2-fluorophenyl)pyrimidine (150 mg, 0.72 mmol), (3-methyl-1H-indol-6-yl)(morpholino)methanone (176 mg, 0.72 mmol; synthesized from morpholine and 3-methyl-1H-indole-6-carboxylic acid) and cesium carbonate (422 mg, 1.29 mmol) in dry THF (5 mL). The reaction mixture was heated in a microwave at 120° C. for 1 h. After cooling to room temperature, water was added... The reagents and catalysts are C(C)(=O)[O-].[Pd+2].C(C)(=O)[O-] (Palladium(II) acetate).